Task: describe an organic reaction: reactants, conditions, products, and yield. Dataset: the Open Reaction Database (ORD), a public repository of structured organic reaction records The reactants are CO, CCCN(CCC)Cc1ccc(NCc2ccc(CN)cc2)cc1, O=Cc1ncc[nH]1. Yields the product CCCN(CCC)Cc1ccc(NCc2ccc(CNCc3ncc[nH]3)cc2)cc1. RXN SMILES: [CH3:32][OH:33].[NH2:1][CH2:2][c:3]1[cH:4][cH:5][c:6]([CH2:7][NH:8][c:9]2[cH:10][cH:11][c:12]([CH2:15][N:16]([CH2:17][CH2:18][CH3:19])[CH2:20][CH2:21][CH3:22])[cH:13][cH:14]2)[cH:23][cH:24]1.[nH:25]1[c:26]([CH:30]=[O:31])[n:27][cH:28][cH:29]1>>[NH:1]([CH2:2][c:3]1[cH:4][cH:5][c:6]([CH2:7][NH:8][c:9]2[cH:10][cH:11][c:12]([CH2:15][N:16]([CH2:17][CH2:18][CH3:19])[CH2:20][CH2:21][CH3:22])[cH:13][cH:14]2)[cH:23][cH:24]1)[CH2:30][c:26]1[nH:25][cH:29][cH:28][n:27]1. The reactants are [H-].[H-].[H-].[H-].[Li+].[Al+3] (LiAlH4), C1(CC1)C1=C(C(=NO1)C1=C(C=CC=C1)OC(F)(F)F)C(=O)OC (methyl 5-cyclopropyl-3-(2-(trifluoromethoxy)phenyl)isoxazole-4-carboxylate). Solvent: O1CCCC1 (tetrahydrofuran), O1CCCC1 (tetrahydrofuran). Yields the product C1(CC1)C1=C(C(=NO1)C1=C(C=CC=C1)OC(F)(F)F)CO ((5-Cyclopropyl-3-(2-(trifluoromethoxy)phenyl)isoxazol-4-yl)-methanol). RXN SMILES: [H-].[H-].[H-].[H-].[Li+].[Al+3].[CH:7]1([C:10]2[O:14][N:13]=[C:12]([C:15]3[CH:20]=[CH:19][CH:18]=[CH:17][C:16]=3[O:21][C:22]([F:25])([F:24])[F:23])[C:11]=2[C:26](OC)=[O:27])[CH2:9][CH2:8]1>O1CCCC1>[CH:7]1([C:10]2[O:14][N:13]=[C:12]([C:15]3[CH:20]=[CH:19][CH:18]=[CH:17][C:16]=3[O:21][C:22]([F:25])([F:23])[F:24])[C:11]=2[CH2:26][OH:27])[CH2:8][CH2:9]1 |f:0.1.2.3.4.5|. Procedure: A 250-mL round-bottom flask was purged with nitrogen and a suspension of LiAlH4 (2.5 g, 65.8 mmol, 2.87 equiv) in tetrahydrofuran (50 mL) was added. This was followed by the addition of a solution of methyl 5-cyclopropyl-3-(2-(trifluoromethoxy)phenyl)isoxazole-4-carboxylate (7.5 g, 22.9 mmol, 1.00 equiv) in tetrahydrofuran (50 mL) dropwise at −10°C. The resulting reaction mixture was stirred fo(30 min at −10°C. When the reaction was complete, it was quenched by the addition of 3 mL of ethyl acet... The reactants are CCn1cc(C(=O)O)c(=O)c2cc(F)c(F)cc21, CC#N, FC1CNCC1CNC1CC1. The product is CCn1cc(C(=O)O)c(=O)c2cc(F)c(N3CC(F)C(CNC4CC4)C3)cc21. Reaction SMILES: [CH2:1]([CH3:2])[n:3]1[cH:4][c:5]([C:16](=[O:17])[OH:18])[c:6](=[O:15])[c:7]2[cH:8][c:9]([F:14])[c:10]([F:13])[cH:11][c:12]12.[CH3:30][C:31]#[N:32].[CH:19]1([NH:22][CH2:23][CH:24]2[CH2:25][NH:26][CH2:27][CH:28]2[F:29])[CH2:20][CH2:21]1>>[CH2:1]([CH3:2])[n:3]1[cH:4][c:5]([C:16](=[O:17])[OH:18])[c:6](=[O:15])[c:7]2[cH:8][c:9]([F:14])[c:10]([N:26]3[CH2:25][CH:24]([CH2:23][NH:22][CH:19]4[CH2:20][CH2:21]4)[CH:28]([F:29])[CH2:27]3)[cH:11][c:12]12. Reactants: N[C@@H](C(=O)N1CCC(CC1)C1=C(C=CC=C1)NS(=O)(=O)C)CC1=CC=C(C=C1)Cl ((2R)-2-amino-3-(4-chlorophenyl)-1-(4-{2-[(methylsulfonyl)-amino]phenyl}piperidyl)propan-1-one), C(CCl)Cl (EDC), CCN(C(C)C)C(C)C (DIEA), N-methyl S-proline, C1=CC2=C(N=C1)N(N=N2)O (HOAT). Run at time 30 minute. Yields the product ClC1=CC=C(C=C1)C[C@H](C(=O)N1CCC(CC1)C1=C(C=CC=C1)NS(=O)(=O)C)NC(=O)[C@H]1N(CCC1)C (N-[(1R)-1-[(4-Chlorophenyl)methyl]-2-(4-{2-[(methylsulfonyl)amino]phenyl}-piperidyl)-2-oxoethyl]((2S)-1-methylpyrrolidin-2-yl)carboxamide). Isolated yield 45.7%. As a reaction SMILES: [NH2:1][C@H:2]([CH2:22][C:23]1[CH:28]=[CH:27][C:26]([Cl:29])=[CH:25][CH:24]=1)[C:3]([N:5]1[CH2:10][CH2:9][CH:8]([C:11]2[CH:16]=[CH:15][CH:14]=[CH:13][C:12]=2[NH:17][S:18]([CH3:21])(=[O:20])=[O:19])[CH2:7][CH2:6]1)=[O:4].C1C=NC2N([OH:39])N=NC=2C=1.C(Cl)CCl.C[CH2:45][N:46]([CH:50]([CH3:52])[CH3:51])[CH:47]([CH3:49])C>>[Cl:29][C:26]1[CH:25]=[CH:24][C:23]([CH2:22][C@@H:2]([NH:1][C:52]([C@@H:50]2[CH2:51][CH2:49][CH2:47][N:46]2[CH3:45])=[O:39])[C:3]([N:5]2[CH2:10][CH2:9][CH:8]([C:11]3[CH:16]=[CH:15][CH:14]=[CH:13][C:12]=3[NH:17][S:18]([CH3:21])(=[O:19])=[O:20])[CH2:7][CH2:6]2)=[O:4])=[CH:28][CH:27]=1. Reported procedure: The title compound was prepared according to the procedure described in Example 1, Step (f) using (2R)-2-amino-3-(4-chlorophenyl)-1-(4-{2-[(methylsulfonyl)-amino]phenyl}piperidyl)propan-1-one (Example 1, Step g) (210 mg, 0.48 mmol), N-methyl S-proline (Hachem Company) (68 mg, 0.53 mmol), HOAT (Aldrich) (65 mg, 0.48 mmol), EDC (Aldrich) (184 mg, 0.96 mmol) and DIEA (Aldrich) (84 μL, 0.48 mmol). Purification by reverse phase preparative HPLC (Phenomenex; 5 μm 250×21.2 mm, 5% to 95% CH3CN (0.1% TFA... The reactants are FC1=CC=C(C=C1)NC1=C(CC(=C(C1)C(=O)OC)NC1=CC=C(C=C1)F)C(=O)OC (Dimethyl 2,5-bis{(4-fluorophenyl)amino}cyclohexa-1,4-diene-1,4-dicarboxylate), [Na] (sodium), [N+](=O)([O-])C=1C=C(C=CC1)S(=O)(=O)O (3-nitrobenzenesulphonic acid), [OH-].[Na+] (sodium hydroxide), Cl (hydrochloric acid). Run in C(C)O (ethanol), O (water). The product is FC1=CC=C(C=C1)NC1=C(C(=O)O)C=C(C(=C1)C(=O)O)NC1=CC=C(C=C1)F (2,5-bis{(4-fluorophenyl)amino}terephthalic acid). Yield: 97.1%. Reaction SMILES: [F:1][C:2]1[CH:7]=[CH:6][C:5]([NH:8][C:9]2[CH2:14][C:13]([C:15]([O:17]C)=[O:16])=[C:12]([NH:19][C:20]3[CH:25]=[CH:24][C:23]([F:26])=[CH:22][CH:21]=3)[CH2:11][C:10]=2[C:27]([O:29]C)=[O:28])=[CH:4][CH:3]=1.[Na].[N+](C1C=C(S(O)(=O)=O)C=CC=1)([O-])=O.[OH-].[Na+].Cl>O.C(O)C>[F:1][C:2]1[CH:3]=[CH:4][C:5]([NH:8][C:9]2[CH:14]=[C:13]([C:15]([OH:17])=[O:16])[C:12]([NH:19][C:20]3[CH:25]=[CH:24][C:23]([F:26])=[CH:22][CH:21]=3)=[CH:11][C:10]=2[C:27]([OH:29])=[O:28])=[CH:6][CH:7]=1 |f:3.4,^1:30|. Reported procedure: Dimethyl 2,5-bis{(4-fluorophenyl)amino}cyclohexa-1,4-diene-1,4-dicarboxylate (6.21 gm, 15 mmol), the sodium salt of 3-nitrobenzenesulphonic acid (3.6 gm; 16 mmol), ethanol (90 ml) and 1.0M sodium hydroxide (50 μl) were heated to reflux overnight under a nitrogen atmosphere. The bright yellow solution was allowed to cool and water (120 ml) was added. The mixture was acidified with conc. hydrochloric acid when a red solid precipitated out. This material was filtered off, washed with water and drie... Reactants: ClCCCCCBr, O=C1NCCc2ccccc21. Yields the product O=C1c2ccccc2CCN1CCCCCCl. RXN SMILES: [Br:12][CH2:13][CH2:14][CH2:15][CH2:16][CH2:17][Cl:18].[C:1]1(=[O:11])[NH:2][CH2:3][CH2:4][c:5]2[cH:6][cH:7][cH:8][cH:9][c:10]21>>[C:1]1(=[O:11])[N:2]([CH2:13][CH2:14][CH2:15][CH2:16][CH2:17][Cl:18])[CH2:3][CH2:4][c:5]2[cH:6][cH:7][cH:8][cH:9][c:10]21. The reactants are N#CC1(NC(=O)C2CC(S(=O)(=O)c3ccccc3Cl)CN2)CC1, Cl, O=CCC(F)(F)F. Product: N#CC1(NC(=O)C2CC(S(=O)(=O)c3ccccc3Cl)CN2CCC(F)(F)F)CC1. As a reaction SMILES: [C:2](#[N:3])[C:4]1([NH:7][C:8](=[O:9])[CH:10]2[NH:11][CH2:12][CH:13]([S:15](=[O:16])(=[O:17])[c:18]3[c:19]([Cl:24])[cH:20][cH:21][cH:22][cH:23]3)[CH2:14]2)[CH2:5][CH2:6]1.[ClH:1].[F:25][C:26]([CH2:27][CH:28]=[O:29])([F:30])[F:31]>>[C:2](#[N:3])[C:4]1([NH:7][C:8](=[O:9])[CH:10]2[N:11]([CH2:28][CH2:27][C:26]([F:25])([F:30])[F:31])[CH2:12][CH:13]([S:15](=[O:16])(=[O:17])[c:18]3[c:19]([Cl:24])[cH:20][cH:21][cH:22][cH:23]3)[CH2:14]2)[CH2:5][CH2:6]1.